This data is from the Open Reaction Database (ORD), a public repository of structured organic reaction records. The task is: describe an organic reaction: reactants, conditions, products, and yield Reactants: CN(C)C=O, COCCCCl, [H-], [I-], [Na+], [Na+], CC(=O)Nc1cc(CO)ccc1C. Yields the product COCCCN(C(C)=O)c1cc(CO)ccc1C. RXN SMILES: [CH3:24][N:25]([CH3:26])[CH:27]=[O:28].[Cl:16][CH2:17][CH2:18][CH2:19][O:20][CH3:21].[H-:14].[I-:23].[Na+:15].[Na+:22].[OH:1][CH2:2][c:3]1[cH:4][cH:5][c:6]([CH3:13])[c:7]([NH:9][C:10]([CH3:11])=[O:12])[cH:8]1>>[OH:1][CH2:2][c:3]1[cH:4][cH:5][c:6]([CH3:13])[c:7]([N:9]([C:10]([CH3:11])=[O:12])[CH2:17][CH2:18][CH2:19][O:20][CH3:21])[cH:8]1. Starting materials: C(=O)C12C3=CC=CC=C3C(C=3C=CC=CC13)C2 (9-Formyl-9,10-dihydro-9,10-methanoanthracene), Cl.N1CCC(CC1)NC1=NC=CC=N1 (2-(4-piperidylamino)pyrimidine hydrochloride), C(#N)[BH3-].[Na+] (Sodium cyanoborohydride), Cl (hydrogen chloride). The solvent is CO (methanol), [Cl-].[Na+].O (brine). Conditions: time 23 hour. Product: C1=CC=CC=2C3C4=CC=CC=C4C(C12)(C3)CN3CCC(CC3)NC3=NC=CC=N3 (2-[1-(9,10-Dihydro-9,10-methanoanthracen-9-ylmethyl)-4-piperidylamino]pyrimidine). The yield is 19.4%. As a reaction SMILES: [CH:1]([C:3]12[CH2:17][CH:10]([C:11]3[CH:12]=[CH:13][CH:14]=[CH:15][C:16]=31)[C:9]1[C:4]2=[CH:5][CH:6]=[CH:7][CH:8]=1)=O.Cl.[NH:19]1[CH2:24][CH2:23][CH:22]([NH:25][C:26]2[N:31]=[CH:30][CH:29]=[CH:28][N:27]=2)[CH2:21][CH2:20]1.Cl.C([BH3-])#N.[Na+]>CO.[Cl-].[Na+].O>[CH:5]1[C:4]2[C:3]3([CH2:1][N:19]4[CH2:20][CH2:21][CH:22]([NH:25][C:26]5[N:27]=[CH:28][CH:29]=[CH:30][N:31]=5)[CH2:23][CH2:24]4)[CH2:17][CH:10]([C:11]4[C:16]3=[CH:15][CH:14]=[CH:13][CH:12]=4)[C:9]=2[CH:8]=[CH:7][CH:6]=1 |f:1.2,4.5,7.8.9|. Procedure: 9-Formyl-9,10-dihydro-9,10-methanoanthracene (0.683 g, 3.1 mmol) was stirred for 1 hour at room temperature in methanol (7.0 mL) with 2-(4-piperidylamino)pyrimidine hydrochloride (1.000 g, 4.7 mmol, prepared as described below) and activated, powdered, 3 angstrom molecular sieves (0.820 g). The pH was initially adjusted to 6.5 with methanolic hydrogen chloride. Sodium cyanoborohydride (0.137 g, 2.2 mmol) was added and the tan suspension stirred for 23 hours. The suspension was poured into strong...